From a dataset of the Open Reaction Database (ORD), a public repository of structured organic reaction records. describe an organic reaction: reactants, conditions, products, and yield Starting materials: FC1=C(OC2=C(C=NC=C2)C=C)C=CC(=C1)[N+](=O)[O-] (4-(2-fluoro-4-nitrophenoxy)-3-vinylpyridine), Pt2O. Reagents/catalysts: [C].[Pd] (palladium-carbon). The solvent is CCOC(=O)C.CO (EtOAc MeOH). Reaction conditions: time 1 hour. Yields the product C(C)C=1C=NC=CC1OC1=C(C=C(C=C1)N)F (4-(3-Ethylpyridin-4-yloxy)-3-fluorobenzenamine). Yield: 71.8%. Reaction SMILES: [F:1][C:2]1[CH:16]=[C:15]([N+:17]([O-])=O)[CH:14]=[CH:13][C:3]=1[O:4][C:5]1[CH:10]=[CH:9][N:8]=[CH:7][C:6]=1[CH:11]=[CH2:12]>[C].[Pd].CCOC(C)=O.CO>[CH2:11]([C:6]1[CH:7]=[N:8][CH:9]=[CH:10][C:5]=1[O:4][C:3]1[CH:13]=[CH:14][C:15]([NH2:17])=[CH:16][C:2]=1[F:1])[CH3:12] |f:1.2,3.4|. Procedure details: A solution of 4-(2-fluoro-4-nitrophenoxy)-3-vinylpyridine (80 mg, 0.30 mmol) in 1:1 EtOAc/MeOH (2 mL) was hydrogenated over 10% palladium-carbon (30 mg) for 1 h using H2 from a latex balloon. Pt2O (10 mg) was added to the mixture and the reaction continued for 1 h. The mixture was filtered through Celite® and concentrated in vacuo to give the title compound (50 mg, 63%) as a yellow oil. 1H NMR (DMSO-d6) δ 8.33 (s, 1H), 8.22 (d, 1H, J=5.6 Hz), 6.96 (dd, 1H, J=8.7, 9.1 Hz), 6.50 (dd, 1H, J=2.0, 13... The reactants are CCOC(=O)c1coc(C)c1, Cl, [K+], [OH-], O. Yields the product Cc1cc(C(=O)O)co1. RXN SMILES: [CH3:1][c:2]1[cH:3][c:4]([C:7](=[O:8])[O:9][CH2:10][CH3:11])[cH:5][o:6]1.[ClH:14].[K+:13].[OH-:12].[OH2:15]>>[CH3:1][c:2]1[cH:3][c:4]([C:7](=[O:8])[OH:9])[cH:5][o:6]1. Reactants: FC(C(=O)N[C@@H]1C[C@@H](C2=CC=C(C=C12)C)O)(F)F (2,2,2-trifluoro-N-((1R,3S)-3-hydroxy-6-methyl-2,3-dihydro-1H-inden-1-yl)acetamide), FC(C(=O)N[C@@H]1C[C@@H](C2=CC=C(C=C12)C)O)(F)F (2,2,2-trifluoro-N-((1R,3S)-3-hydroxy-6-methyl-2,3-dihydro-1H-inden-1-yl)acetamide), product, C(C=C)O[C@@H]1C[C@@H](C2=CC(=CC=C12)OCCC)N ((1S,3R)-3-(allyloxy)-6-propoxy-2,3-dihydro-1H-inden-1-amine). Yields the product C(C=C)O[C@@H]1C[C@@H](C2=CC(=CC=C12)C)N ((1S,3R)-3-(allyloxy)-6-methyl-2,3-dihydro-1H-inden-1-amine). Yield: 75.0%. As a reaction SMILES: FC(F)(F)C([NH:5][C@H:6]1[C:14]2[C:9](=[CH:10][CH:11]=[C:12]([CH3:15])[CH:13]=2)[C@@H:8]([OH:16])[CH2:7]1)=O.[CH2:19](O[C@H]1C2C(=CC(OCCC)=CC=2)[C@@H](N)C1)[CH:20]=[CH2:21]>>[CH2:21]([O:16][C@H:8]1[C:9]2[C:14](=[CH:13][C:12]([CH3:15])=[CH:11][CH:10]=2)[C@@H:6]([NH2:5])[CH2:7]1)[CH:20]=[CH2:19]. Procedure details: Step BK (2): The product from Step BK (1) was N-deprotected by a procedure analogous to Step U (2) to afford 480 mg (75% yield) of (1S,3R)-3-(allyloxy)-6-methyl-2,3-dihydro-1H-inden-1-amine as a white solid. LC-MS (M+H)+=204.13 1H NMR (500 MHz, CDCl3) δ ppm 7.28 (d, 1H) 7.18 (d, 1H) 7.08 (d, 1H) 6.01-5.94 (m, 1H) 5.32 (d, 1H) 5.18 (d, 1H) 4.77 (t, 1H) 4.16-4.19 (m, 3H) 2.80-2.75 (m, 1H) 2.36 (s, 3H) 1.75-1.70 (m, 3H).